Dataset: the Open Reaction Database (ORD), a public repository of structured organic reaction records. Task: describe an organic reaction: reactants, conditions, products, and yield The reactants are CCN=C=NCCCN(C)C, CO, CN(C)c1ccncc1, ClCCl, Cl, O=C(O)c1n[nH]cc1[N+](=O)[O-]. Product: COC(=O)c1n[nH]cc1[N+](=O)[O-]. As a reaction SMILES: [CH3:13][N:14]([CH3:15])[CH2:16][CH2:17][CH2:18][N:19]=[C:20]=[N:21][CH2:22][CH3:23].[CH3:24][OH:25].[CH3:29][N:30]([CH3:31])[c:32]1[cH:33][cH:34][n:35][cH:36][cH:37]1.[Cl:26][CH2:27][Cl:28].[ClH:12].[N+:1](=[O:2])([O-:3])[c:4]1[c:5]([C:9](=[O:10])[OH:11])[n:6][nH:7][cH:8]1>>[N+:1](=[O:2])([O-:3])[c:4]1[c:5]([C:9]([O:10][CH3:13])=[O:11])[n:6][nH:7][cH:8]1. As a reaction SMILES: [C:1]([C:3]1[CH:15]=[CH:14][C:6]([O:7][CH2:8][C:9]([O:11][CH2:12][CH3:13])=[O:10])=[CH:5][CH:4]=1)#[CH:2].I[C:17]1[CH:22]=[CH:21][C:20]([CH2:23][OH:24])=[CH:19][CH:18]=1.CCN(C(C)C)C(C)C.[Cl-].[NH4+]>C1C=CC([P]([Pd]([P](C2C=CC=CC=2)(C2C=CC=CC=2)C2C=CC=CC=2)([P](C2C=CC=CC=2)(C2C=CC=CC=2)C2C=CC=CC=2)[P](C2C=CC=CC=2)(C2C=CC=CC=2)C2C=CC=CC=2)(C2C=CC=CC=2)C2C=CC=CC=2)=CC=1.[Cu]I.O.CN(C=O)C>[OH:24][CH2:23][C:20]1[CH:21]=[CH:22][C:17]([C:2]#[C:1][C:3]2[CH:15]=[CH:14][C:6]([O:7][CH2:8][C:9]([O:11][CH2:12][CH3:13])=[O:10])=[CH:5][CH:4]=2)=[CH:18][CH:19]=1 |f:3.4,^1:39,41,60,79|. The reagents and catalysts are C=1C=CC(=CC1)[P](C=2C=CC=CC2)(C=3C=CC=CC3)[Pd]([P](C=4C=CC=CC4)(C=5C=CC=CC5)C=6C=CC=CC6)([P](C=7C=CC=CC7)(C=8C=CC=CC8)C=9C=CC=CC9)[P](C=1C=CC=CC1)(C=1C=CC=CC1)C=1C=CC=CC1 (Pd(PPh3)4), [Cu]I (CuI). The reactants are C(#C)C1=CC=C(OCC(=O)OCC)C=C1 (ethyl 2-(4-ethynylphenoxy)acetate), IC1=CC=C(C=C1)CO ((4-iodophenyl)methanol), CCN(C(C)C)C(C)C (DIPEA), [Cl-].[NH4+] (ammonium chloride). Procedure: To a dried Schlenk flask filled with nitrogen was added Pd(PPh3)4 (19.6 mg, 0.017 mmol), CuI (4.6 mg, 0.024 mmol), ethyl 2-(4-ethynylphenoxy)acetate (49.6 mg, 1.50 mmol), and (4-iodophenyl)methanol (68.2 mg, 0.291 mmol) was added. The flask was evacuated, equipped with a septum, and filled with nitrogen. DMF (5 mL) and DIPEA (0.1 mL, 0.486 mmol) were added through the septum. The reaction was stirred over night and was neutralized with saturated aqueous ammonium chloride (5 mL). Water (5 mL) was... The product is OCC1=CC=C(C=C1)C#CC1=CC=C(OCC(=O)OCC)C=C1 (Ethyl 2-(4-((4-(hydroxymethyl)phenyl)ethynyl)phenoxy)acetate). Run in CN(C)C=O (DMF), O (Water).